From a dataset of the Open Reaction Database (ORD), a public repository of structured organic reaction records. describe an organic reaction: reactants, conditions, products, and yield Reactants: C1OC=2C=C(C=O)C(=CC2O1)[N+](=O)[O-] (3,4-(methylenedioxy)-6-nitrobenzaldehyde), [Mn](=O)(=O)(=O)[O-].[K+] (potassium permanganate). The solvent is O (water), CC(=O)C (acetone). Reaction conditions: time 8 hour. The product is [N+](=O)([O-])C=1C(=CC2=C(OCO2)C1)C(=O)O (6-nitro-benzo[1,3]dioxole-5-carboxylic acid). Yield: 73.6%. RXN SMILES: [CH2:1]1[O:11][C:10]2[CH:9]=[C:8]([N+:12]([O-:14])=[O:13])[C:5]([CH:6]=[O:7])=[CH:4][C:3]=2[O:2]1.[Mn]([O-])(=O)(=O)=[O:16].[K+]>O.CC(C)=O>[N+:12]([C:8]1[C:5]([C:6]([OH:16])=[O:7])=[CH:4][C:3]2[O:2][CH2:1][O:11][C:10]=2[CH:9]=1)([O-:14])=[O:13] |f:1.2|. Procedure: A mixture of 3,4-(methylenedioxy)-6-nitrobenzaldehyde (25 g, 128 mmol) and potassium permanganate (40 g, 253 mmol) in a mixture of 300 mL water and 200 mL acetone was stirred overnight at ambient temperature and then heated to 100° C. for 1 hour. The reaction mixture was filtered through Celite®, acetone was removed in vacuo, and the product precipitated from the water solution by acidification to pH 1.2 with concentrated hydrochloric acid to give 6-nitro-benzo[1,3]dioxole-5-carboxylic acid [19.... Reactants: CC(C)(C)OC(=O)N1CCN2C(=O)c3c(cc(Br)cc3C(F)(F)F)C2C1, C[S-], [Na+], CN(C)C=O. Reaction SMILES: [C:1]([CH3:2])([CH3:3])([CH3:4])[O:5][C:6](=[O:7])[N:8]1[CH2:9][CH:10]2[N:11]([C:12](=[O:24])[c:13]3[c:14]([C:20]([F:21])([F:22])[F:23])[cH:15][c:16]([Br:19])[cH:17][c:18]32)[CH2:25][CH2:26]1.[CH3:27][S-:28].[Na+:29].[O:30]=[CH:31][N:32]([CH3:33])[CH3:34]>>[C:1]([CH3:2])([CH3:3])([CH3:4])[O:5][C:6](=[O:7])[N:8]1[CH2:9][CH:10]2[N:11]([C:12](=[O:24])[c:13]3[c:14]([C:20]([F:21])([F:22])[F:23])[cH:15][c:16]([S:28][CH3:27])[cH:17][c:18]32)[CH2:25][CH2:26]1. The product is CSc1cc2c(c(C(F)(F)F)c1)C(=O)N1CCN(C(=O)OC(C)(C)C)CC21. Reactants: ClC=1C=C(OC[C@H]([C@H](C)O)N2C=NC(=C2)C(=O)OCC)C=CC1Cl (ethyl 1-{(1R,2S)-1-[(3,4-dichlorophenoxy)methyl]-2-hydroxypropyl}-1H-imidazole-4-carboxylate), [OH-].[NH4+] (ammonium hydroxide), stainless steel. Solvent: COCCOC (1,2-dimethoxyethane). The product is ClC=1C=C(OC[C@H]([C@H](C)O)N2C=NC(=C2)C(=O)N)C=CC1Cl (1-{(1R,2S)-1-[(3,4-dichlorophenoxy)methyl]-2-hydroxypropyl}-1H-imidazole-4-carboxamide). RXN SMILES: [Cl:1][C:2]1[CH:3]=[C:4]([CH:21]=[CH:22][C:23]=1[Cl:24])[O:5][CH2:6][C@@H:7]([N:11]1[CH:15]=[C:14]([C:16](OCC)=[O:17])[N:13]=[CH:12]1)[C@@H:8]([OH:10])[CH3:9].[OH-].[NH4+:26]>COCCOC>[Cl:1][C:2]1[CH:3]=[C:4]([CH:21]=[CH:22][C:23]=1[Cl:24])[O:5][CH2:6][C@@H:7]([N:11]1[CH:15]=[C:14]([C:16]([NH2:26])=[O:17])[N:13]=[CH:12]1)[C@@H:8]([OH:10])[CH3:9] |f:1.2|. Procedure details: A mixture of ethyl 1-{(1R,2S)-1-[(3,4-dichlorophenoxy)methyl]-2-hydroxypropyl}-1H-imidazole-4-carboxylate (0.23 g), 28% ammonium hydroxide (12 mL) and 1,2-dimethoxyethane (6 mL) was heated at 100° C. in the stainless steel bottle for 24 hours. After cooling, the reaction mixture was concentrated in vacuo and the residue was purified by column chromatography on silica gel (gradient elution; 20:1 to 10:1 chloroform-methanol) to give the product, which was recrystallized from 1:5 n-hexane-ethyl ace... Starting materials: NC1=NC(=NC(=C1)Cl)NCCNC1=CC=C(C=N1)C#N (6-({2-[(4-amino-6-chloropyrimidin-2-yl)amino]ethyl}amino)pyridine-3-carbonitrile), BrCC(C(=O)OCC)=O (ethyl bromopyruvate). Solvent: CN(C)C=O (DMF). Reaction conditions: temperature 100 celsius. Product: ClC1=CC=2N(C(=N1)NCCNC1=NC=C(C=C1)C#N)C=C(N2)C(=O)OCC (Ethyl 7-chloro-5-({2-[(5-cyanopyridin-2-yl)amino]ethyl}amino)imidazo[1,2-c]pyrimidine-2-carboxylate). As a reaction SMILES: [NH2:1][C:2]1[CH:7]=[C:6]([Cl:8])[N:5]=[C:4]([NH:9][CH2:10][CH2:11][NH:12][C:13]2[N:18]=[CH:17][C:16]([C:19]#[N:20])=[CH:15][CH:14]=2)[N:3]=1.Br[CH2:22][C:23](=O)[C:24]([O:26][CH2:27][CH3:28])=[O:25]>CN(C=O)C>[Cl:8][C:6]1[N:5]=[C:4]([NH:9][CH2:10][CH2:11][NH:12][C:13]2[CH:14]=[CH:15][C:16]([C:19]#[N:20])=[CH:17][N:18]=2)[N:3]2[CH:22]=[C:23]([C:24]([O:26][CH2:27][CH3:28])=[O:25])[N:1]=[C:2]2[CH:7]=1. Procedure details: 480 mg (1.66 mmol) of 6-({2-[(4-amino-6-chloropyrimidin-2-yl)amino]ethyl}amino)pyridine-3-carbonitrile and 538 mg (2.49 mmol) of ethyl bromopyruvate are dissolved in 8 ml of DMF and heated at 100° C. for 16 h. After the reaction is complete, the crude mixture is purified by preparative HPLC. 190 mg (27% of theory) of the product are obtained as a solid. The reactants are solution, C(CCC)[Li] (n-butyllithium), ICCCC (1-iodobutane), CCC(=O)C1=CC=C(C=C1)F (4-fluoropropiophenone), BrC1=CC=C(C=C1)N=C=O (4-bromophenyl isocyanate), BrC1=CC=C(C=C1)NC(=O)N1N=C(C(C1)C)C1=CC=C(C=C1)F (N-(4-bromophenyl)-3-(4-fluorophenyl)-4-methyl-4,5-dihydro-1H-pyrazole-1-carboxamide), C(C)(C)NC(C)C (diisopropylamine). Solvent: CCCCCC (hexane), C(C)(=O)O (acetic acid), O1CCCC1 (tetrahydrofuran), O1CCCC1 (tetrahydrofuran). Reaction conditions: time 15 minute. The product is BrC1=CC=C(C=C1)NC(=O)N1N=C(C(C1)(C)CCCC)C1=CC=C(C=C1)F (N-(4-bromophenyl)-3-(4-fluorophenyl)-4-butyl-4-methyl-4,5-dihydro-1H-pyrazole-1-carboxamide). RXN SMILES: C(NC(C)C)(C)C.[CH2:8]([Li])[CH2:9][CH2:10][CH3:11].[Br:13][C:14]1[CH:19]=[CH:18][C:17]([NH:20][C:21]([N:23]2[CH2:27][CH:26]([CH3:28])[C:25]([C:29]3[CH:34]=[CH:33][C:32]([F:35])=[CH:31][CH:30]=3)=[N:24]2)=[O:22])=[CH:16][CH:15]=1.CCC(C1C=CC(F)=CC=1)=O.BrC1C=CC(N=C=O)=CC=1.ICCCC>O1CCCC1.CCCCCC.C(O)(=O)C>[Br:13][C:14]1[CH:15]=[CH:16][C:17]([NH:20][C:21]([N:23]2[CH2:27][C:26]([CH2:8][CH2:9][CH2:10][CH3:11])([CH3:28])[C:25]([C:29]3[CH:30]=[CH:31][C:32]([F:35])=[CH:33][CH:34]=3)=[N:24]2)=[O:22])=[CH:18][CH:19]=1. Procedure details: To 2.1 g of diisopropylamine dissolved in 15 ml of tetrahydrofuran and cooled in an ice salt bath was added 8.0 ml of a 2.7 molar solution of n-butyllithium in hexane. After stirring for 5 minutes a solution of 3.7 g of N-(4-bromophenyl)-3-(4-fluorophenyl)-4-methyl-4,5-dihydro-1H-pyrazole-1-carboxamide (prepared from 4-fluoropropiophenone and 4-bromophenyl isocyanate by a method analogous to that described above in Examples E, F, and G) in 15 ml of tetrahydrofuran was added and the resulting sol...